This data is from the Open Reaction Database (ORD), a public repository of structured organic reaction records. The task is: describe an organic reaction: reactants, conditions, products, and yield The reactants are BrC=1C(=NC=C(C(=O)NC2=CC(=C(C=C2)OC(F)(F)F)F)C1)N1C[C@H](CC1)CO ((S)-5-bromo-N-(3-fluoro-4-(trifluoromethoxy)phenyl)-6-(3-(hydroxymethyl)pyrrolidin-1-yl)nicotinamide), CC1(OB(OC1(C)C)C=1C=NC=C(C#N)C1)C (5-(4,4,5,5-tetramethyl-1,3,2-dioxaborolan-2-yl)nicotinonitrile). Product: C(#N)C=1C=C(C=NC1)C=1C(=NC=C(C1)C(=O)NC1=CC(=C(C=C1)OC(F)(F)F)F)N1C[C@H](CC1)CO ((S)-5′-Cyano-N-(3-fluoro-4-(trifluoromethoxy)phenyl)-2-(3-(hydroxymethyl)pyrrolidin-1-yl)-[3,3′-bipyridine]-5-carboxamide). RXN SMILES: Br[C:2]1[C:3]([N:23]2[CH2:27][CH2:26][C@H:25]([CH2:28][OH:29])[CH2:24]2)=[N:4][CH:5]=[C:6]([CH:22]=1)[C:7]([NH:9][C:10]1[CH:15]=[CH:14][C:13]([O:16][C:17]([F:20])([F:19])[F:18])=[C:12]([F:21])[CH:11]=1)=[O:8].CC1(C)C(C)(C)OB([C:38]2[CH:39]=[N:40][CH:41]=[C:42]([CH:45]=2)[C:43]#[N:44])O1>>[C:43]([C:42]1[CH:45]=[C:38]([C:2]2[C:3]([N:23]3[CH2:27][CH2:26][C@H:25]([CH2:28][OH:29])[CH2:24]3)=[N:4][CH:5]=[C:6]([C:7]([NH:9][C:10]3[CH:15]=[CH:14][C:13]([O:16][C:17]([F:18])([F:19])[F:20])=[C:12]([F:21])[CH:11]=3)=[O:8])[CH:22]=2)[CH:39]=[N:40][CH:41]=1)#[N:44]. Procedure details: The title compound was prepared in an analogous fashion to that described in Example 151 using (S)-5-bromo-N-(3-fluoro-4-(trifluoromethoxy)phenyl)-6-(3-(hydroxymethyl)pyrrolidin-1-yl)nicotinamide (Stage 201.1) and 5-(4,4,5,5-tetramethyl-1,3,2-dioxaborolan-2-yl)nicotinonitrile to afford a white powder. UPLC-MS (Condition 3) tR=1.06 min, m/z=502.4 [M+H]+, m/z=500.3 [M−H]−; 1H-NMR (400 MHz, DMSO-d6) δ ppm 1.51-1.66 (m, 1H) 1.79-1.92 (m, 1H) 2.16-2.30 (m, 1H) 2.96 (dd, J=11.00, 6.85 Hz, 1H) 3.10-3.2...